This data is from the Open Reaction Database (ORD), a public repository of structured organic reaction records. The task is: describe an organic reaction: reactants, conditions, products, and yield The reactants are CS(=O)(=O)N.CC([C@@H](/C=C/[C@H]1[C@@H](CC([C@@H]1C\C=C/CCCC(=O)O)=O)OC1OCCCC1)OC1OCCCC1)(CC#CC)C ((5Z,13E)-(11R,15R)-16,16-dimethyl-9-oxo-11,15-bis(tetrahydropyran-2-yloxy)-5,13-prostadien-18-ynoic acid methylsulfonamide). Solvent: C(C)(=O)O.O.C1CCOC1 (acetic acid water THF). The product is CS(=O)(=O)N.CC([C@@H](/C=C/[C@H]1[C@@H](CC([C@@H]1C\C=C/CCCC(=O)O)=O)O)O)(CC#CC)C ((5Z,13E)-(11R,15R)-16,16-Dimethyl-11,15-dihydroxy-9-oxo-5,13-prostadien-18-ynoic Acid Methylsulfonamide). As a reaction SMILES: [CH3:1][S:2]([NH2:5])(=[O:4])=[O:3].[CH3:6][C:7]([CH3:44])([CH2:40][C:41]#[C:42][CH3:43])[C@H:8]([O:33]C1CCCCO1)/[CH:9]=[CH:10]/[C@@H:11]1[C@@H:15]([CH2:16]/[CH:17]=[CH:18]\[CH2:19][CH2:20][CH2:21][C:22]([OH:24])=[O:23])[C:14](=[O:25])[CH2:13][C@H:12]1[O:26]C1CCCCO1>C(O)(=O)C.O.C1COCC1>[CH3:1][S:2]([NH2:5])(=[O:4])=[O:3].[CH3:6][C:7]([CH3:44])([CH2:40][C:41]#[C:42][CH3:43])[C@H:8]([OH:33])/[CH:9]=[CH:10]/[C@@H:11]1[C@@H:15]([CH2:16]/[CH:17]=[CH:18]\[CH2:19][CH2:20][CH2:21][C:22]([OH:24])=[O:23])[C:14](=[O:25])[CH2:13][C@H:12]1[OH:26] |f:0.1,2.3.4,5.6|. Reported procedure: At 25°, 400 mg. of (5Z,13E)-(11R,15R)-16,16-dimethyl-9-oxo-11,15-bis(tetrahydropyran-2-yloxy)-5,13-prostadien-18-ynoic acid methylsulfonamide is agitated for 16 hours with 12 ml. of a mixture of glacial acetic acid/water/THF (65/35/10). The mixture is evaporated under vacuum and the residue purified by column chromatography on silica gel. With methylene chloride/2-5% methanol 202 mg. of the title compound is obtained in the form of an oil. Reactants: C([O-])([O-])=O.[K+].[K+] (potassium carbonate), FC1=CC=C(C=C1)[N+](=O)[O-] (para-fluoronitrobenzene), N1C(CCC1)C1NCCC1 ([2,2′]bipyrrolidinyl). Solvent: O (water). Yields the product [N+](=O)([O-])C1=CC=C(C=C1)N1C(CCC1)C1N(CCC1)C1=CC=C(C=C1)[N+](=O)[O-] (1,1′-bis(4-nitrophenyl)[2,2′]bipyrrolidinyl). The yield is 37.5%. As a reaction SMILES: [NH:1]1[CH2:5][CH2:4][CH2:3][CH:2]1[CH:6]1[CH2:10][CH2:9][CH2:8][NH:7]1.C(=O)([O-])[O-].[K+].[K+].F[C:18]1[CH:23]=[CH:22][C:21]([N+:24]([O-:26])=[O:25])=[CH:20][CH:19]=1>O>[N+:24]([C:21]1[CH:22]=[CH:23][C:18]([N:1]2[CH2:5][CH2:4][CH2:3][CH:2]2[CH:6]2[CH2:10][CH2:9][CH2:8][N:7]2[C:18]2[CH:23]=[CH:22][C:21]([N+:24]([O-:26])=[O:25])=[CH:20][CH:19]=2)=[CH:19][CH:20]=1)([O-:26])=[O:25] |f:1.2.3|. Reported procedure: 2.6 g (˜15 mmol) of [2,2′]bipyrrolidinyl (1) obtained above were refluxed in the presence of 5 g (35.7 mmol) of potassium carbonate and 5 g (35.7 mmol) of para-fluoronitrobenzene in 25 ml of water overnight. The agglomerate formed was filtered off and then rinsed with acetone and isopropanol to give 2.15 g of a mixture of two isomers (55/45) (44%). After purification by chromatography on silica gel, a majority isomer was isolated (1.2 g), the analyses for which were: As a reaction SMILES: O[CH:2]1[N:6]([C:7]2[C:16]3[C:11](=[CH:12][CH:13]=[CH:14][CH:15]=3)[C:10]([C:17]#[N:18])=[CH:9][CH:8]=2)[C:5](=[O:19])[N:4]2[CH2:20][CH2:21][C@H:22]([OH:23])[C@H:3]12.C(O)(C)C>CCCCCC>[OH:23][C@@H:22]1[C@H:3]2[N:4]([C:5](=[O:19])[N:6]([C:7]3[C:16]4[C:11](=[CH:12][CH:13]=[CH:14][CH:15]=4)[C:10]([C:17]#[N:18])=[CH:9][CH:8]=3)[CH2:2]2)[CH2:20][CH2:21]1. The product is O[C@H]1CCN2C(N(C[C@H]21)C2=CC=C(C1=CC=CC=C21)C#N)=O ((7S,7aS)-4-(7-Hydroxy-3-oxo-tetrahydropyrrolo[1,2-c]imidazol-2-yl)-naphthalene-1-carbonitrile). Run in CCCCCC (hexane). The reactants are OC1[C@@H]2N(C(N1C1=CC=C(C3=CC=CC=C13)C#N)=O)CC[C@@H]2O ((7S,7aR)-4-(1,7-Dihydroxy-3-oxo-tetrahydropyrrolo[1,2-c]imidazol-2-yl)-naphthalene-1-carbonitrile), C(C)(C)O (isopropanol). Isolated yield 24.0%. Procedure details: The title compound (40 mg) was prepared from compound 42A (176 mg) by procedures analogous to those described in Example 41B. mp 226-228° C. Chiral HPLC: 99% at 7.36 min (retention time) (CHIRALPAK® AD column 4.6×250 mm; 40% isopropanol in hexane over 20 minutes, 1 mL/min, monitoring at 220 nM); MS (ES): m/z 294 [M+1]+. Procedure details: 149.2 g (0.77 mol) of 2-methyl-1-[4-(methylthio)-phenyl]-propan-1-one, prepared by acylating thioanisol (as is described in EP-A-3002), are dissolved in 770 ml of methylene chloride. 0.2 ml of chlorosulfonic acid and 123.0 g (0.77 mol) of bromine are added dropwise slowly to this solution, with cooling, at room temperature. After stirring overnight, the solution is concentrated and is then reacted further as described below. Reaction SMILES: [CH3:1][CH:2]([CH3:13])[C:3]([C:5]1[CH:10]=[CH:9][C:8]([S:11][CH3:12])=[CH:7][CH:6]=1)=[O:4].C1(SC)C=CC=CC=1.CC(C1C=CC(OCC(O)COC(C=C)=O)=CC=1)(C1C=CC(OCC(O)COC(C=C)=O)=CC=1)C.ClS(O)(=O)=O.[Br:62]Br>C(Cl)Cl>[Br:62][C:2]([CH3:13])([CH3:1])[C:3]([C:5]1[CH:6]=[CH:7][C:8]([S:11][CH3:12])=[CH:9][CH:10]=1)=[O:4]. Yields the product BrC(C(=O)C1=CC=C(C=C1)SC)(C)C (2-Bromo-1-(4-methylthiophenyl)-2-methylpropan-1-one). Solvent: C(Cl)Cl (methylene chloride). Reactants: ClS(=O)(=O)O (chlorosulfonic acid), BrBr (bromine), CC(C(=O)C1=CC=C(C=C1)SC)C (2-methyl-1-[4-(methylthio)-phenyl]-propan-1-one), C1(=CC=CC=C1)SC (thioanisol), CC(C)(C1=CC=C(C=C1)OCC(COC(=O)C=C)O)C2=CC=C(C=C2)OCC(COC(=O)C=C)O (A-3002). Run at time 8 hour. The reactants are CN1N=C(C=C1C=1N(C2=CC=CC(=C2C1)C1=C(C=CC=C1)C)CCCOC1=CC=CC2=CC=CC=C12)O (1-methyl-5-(4-(2-methylphenyl)-1-[3-(1-naphthyloxy)propyl]-1H-indol-2-yl)-1H-pyrazol-3-ol), [N-]=[N+]=[N-].[Na+] (NaN3), [NH4+].[Cl-] (NH4Cl). Solvent: CN(C=O)C (N,N-dimethylformamide). Yields the product CC1=C(C=CC=C1)C1=C2C=C(N(C2=CC=C1)CCCOC1=CC=CC2=CC=CC=C12)C1=NN=NN1 (4-(2-methylphenyl)-1-[3-(1-naphthyloxy)propyl]-2-(1H-tetraazol-5-yl)-1H-indole). As a reaction SMILES: C[N:2]1[C:6]([C:7]2[N:8]([CH2:23][CH2:24][CH2:25][O:26][C:27]3[C:36]4[C:31](=[CH:32][CH:33]=[CH:34][CH:35]=4)[CH:30]=[CH:29][CH:28]=3)[C:9]3[C:14]([CH:15]=2)=[C:13]([C:16]2[CH:21]=[CH:20][CH:19]=[CH:18][C:17]=2[CH3:22])[CH:12]=[CH:11][CH:10]=3)=CC(O)=N1.[N-:38]=[N+:39]=[N-:40].[Na+].[NH4+].[Cl-]>CN(C)C=O>[CH3:22][C:17]1[CH:18]=[CH:19][CH:20]=[CH:21][C:16]=1[C:13]1[CH:12]=[CH:11][CH:10]=[C:9]2[C:14]=1[CH:15]=[C:7]([C:6]1[NH:2][N:40]=[N:39][N:38]=1)[N:8]2[CH2:23][CH2:24][CH2:25][O:26][C:27]1[C:36]2[C:31](=[CH:32][CH:33]=[CH:34][CH:35]=2)[CH:30]=[CH:29][CH:28]=1 |f:1.2,3.4|. Procedure details: To a mixture of EXAMPLE 168B (416 mg) in N,N-dimethylformamide (10 ml) was added NaN3 (281 mg) and NH4Cl (231 mg). The mixture was stirred at reflux overnight. After this time the mixture was concentrated under vacuum and the residue was partitioned between ethyl acetate (200 ml) and water (60 ml). The organic phase was washed with brine and dried over Na2SO4. After concentration of solvent, the residue was dissolved in dimethylsulfoxide/methanol(1:1, 2 ml) and purified via RPHPLC. 1H NMR (300 M...